This data is from the Open Reaction Database (ORD), a public repository of structured organic reaction records. The task is: describe an organic reaction: reactants, conditions, products, and yield Reactants: Cl (HCl), FC=1C(=CC(N(C1)CC[C@](C(=O)NOC1OCCCC1)(S(=O)(=O)C)C)=O)C1=CC=C(C=C1)C1=NOC=C1 ((2R)-4-[5-fluoro-4-(4-isoxazol-3-ylphenyl)-2-oxopyridin-1(2H)-yl]-2-methyl-2-(methylsulfonyl)-N-(tetrahydro-2H-pyran-2-yloxy)butanamide). Solvent: O1CCOCC1 (1,4-dioxane). Conditions: time 8 hour. Yields the product FC=1C(=CC(N(C1)CC[C@](C(=O)NO)(S(=O)(=O)C)C)=O)C1=CC=C(C=C1)C1=NOC=C1 ((2R)-4-[5-Fluoro-4-(4-isoxazol-3-ylphenyl)-2-oxopyridin-1(2H)-yl]-N-hydroxy-2-methyl-2-(methylsulfonyl)butanamide). Yield: 56.8%. RXN SMILES: Cl.[F:2][C:3]1[C:4]([C:28]2[CH:33]=[CH:32][C:31]([C:34]3[CH:38]=[CH:37][O:36][N:35]=3)=[CH:30][CH:29]=2)=[CH:5][C:6](=[O:27])[N:7]([CH2:9][CH2:10][C@@:11]([CH3:26])([S:22]([CH3:25])(=[O:24])=[O:23])[C:12]([NH:14][O:15]C2CCCCO2)=[O:13])[CH:8]=1>O1CCOCC1>[F:2][C:3]1[C:4]([C:28]2[CH:29]=[CH:30][C:31]([C:34]3[CH:38]=[CH:37][O:36][N:35]=3)=[CH:32][CH:33]=2)=[CH:5][C:6](=[O:27])[N:7]([CH2:9][CH2:10][C@@:11]([CH3:26])([S:22]([CH3:25])(=[O:24])=[O:23])[C:12]([NH:14][OH:15])=[O:13])[CH:8]=1. Procedure: A solution of 1.0 M aq HCl (15 mL) was added slowly to a solution of (2R)-4-[5-fluoro-4-(4-isoxazol-3-ylphenyl)-2-oxopyridin-1(2H)-yl]-2-methyl-2-(methylsulfonyl)-N-(tetrahydro-2H-pyran-2-yloxy)butanamide (655 mg, 1.23 mmol) in 1,4-dioxane (30 mL) at rt. The reaction was allowed to stir at rt overnight. The reaction was concentrated to a crude material. Water (30 mL) was added to the crude material and the mixture was boiled for 5 minutes. The mixture was allowed to cool to rt and the solid that... The reactants are [H-].[Na+] (Sodium hydride), N1C(CCC1)=O (pyrrolidin-2-one), COC1=CC=C(C2=C1N=C(S2)NC(C2=CC=C(C=C2)CCl)=O)N2CCOCC2 (N-(4-methoxy-7-morpholin-4-yl-benzothiazol-2-yl)-4-chloromethyl-benzamide). The solvent is CN(C=O)C (dimethyl formamide). Reaction conditions: temperature 50 celsius, time 1 hour. Product: COC1=CC=C(C2=C1N=C(S2)NC(C2=CC=C(C=C2)CN2C(CCC2)=O)=O)N2CCOCC2 (N-(4-Methoxy-7-morpholin-4-yl-benzothiazol-2-yl)-4-(2-oxo-pyrrolidin-1-yl-methyl)-benzamide). Yield: 86.0%. Reaction SMILES: [H-].[Na+].[NH:3]1[CH2:7][CH2:6][CH2:5][C:4]1=[O:8].[CH3:9][O:10][C:11]1[C:16]2[N:17]=[C:18]([NH:20][C:21](=[O:30])[C:22]3[CH:27]=[CH:26][C:25]([CH2:28]Cl)=[CH:24][CH:23]=3)[S:19][C:15]=2[C:14]([N:31]2[CH2:36][CH2:35][O:34][CH2:33][CH2:32]2)=[CH:13][CH:12]=1>CN(C)C=O>[CH3:9][O:10][C:11]1[C:16]2[N:17]=[C:18]([NH:20][C:21](=[O:30])[C:22]3[CH:23]=[CH:24][C:25]([CH2:28][N:3]4[CH2:7][CH2:6][CH2:5][C:4]4=[O:8])=[CH:26][CH:27]=3)[S:19][C:15]=2[C:14]([N:31]2[CH2:32][CH2:33][O:34][CH2:35][CH2:36]2)=[CH:13][CH:12]=1 |f:0.1|. Procedure details: Sodium hydride (48 ms, 0.48 mmol, 60% in mineral oil) are suspended in dimethyl formamide (2.0 ml) and at 0° C. treated with pyrrolidin-2-one. After stirring for 1 h at 50° C., N-(4-methoxy-7-morpholin-4-yl-benzothiazol-2-yl)-4-chloromethyl-benzamide (200 mg, 0.48 mmol) was added and the solution stirred for 5 h at 80° C. Removal of the volatile components in vacuo and flash chromatography (silica, eluent dichloromethane/methanol 19:1) afforded the title compound as off-white crystals (86% yield... Reactants: BrC1=C(C=CC=C1)O (2-bromophenol), Mg(OMe)2, CO (methanol). The solvent is C1(=CC=CC=C1)C (toluene), C1(=CC=CC=C1)C (toluene). Conditions: time 8 hour. Yields the product BrC=1C(=C(C=O)C=CC1)O (3-Bromo-2-hydroxybenzaldehyde). As a reaction SMILES: [Br:1][C:2]1[CH:7]=[CH:6][CH:5]=[CH:4][C:3]=1[OH:8].[CH3:9][OH:10]>C1(C)C=CC=CC=1>[Br:1][C:2]1[C:3]([OH:8])=[C:4]([CH:5]=[CH:6][CH:7]=1)[CH:9]=[O:10]. Reported procedure: Over 0.25 hours 2-bromophenol (22.38 g, 129 mmol) was added to a solution of Mg(OMe)2 in methanol (111.9 ml, 8% w/w) and toluene (35 ml). The reaction was heated to reflux and maintained at reflux for 1 hour, then toluene (118 ml) was added. The solvent was distilled off until the temperature reached 92-94° C. A solution of paraformaldehyde in toluene was added portionwise over 1 hour at 80-90° C. and the reaction mixture heated to reflux and maintained at reflux for 3 hours. The reaction mixtur... Starting materials: 0.5h, C([O-])([O-])=O.[K+].[K+] (potassium carbonate), CC(C)([O-])C.[K+] (Potassium tert-butoxide), C(#N)C=C1CN2CCC(C1)C2 ((±)3-cyanomethylene-1-azabicyclo[3.2.1]octane), C1(=CC=C(C=C1)S(=O)(=O)OC)C (Methyl p-toluenesulphonate), N(=O)OC(C)(C)C (tert-butyl nitrite). Solvent: C1CCOC1 (THF), C1CCOC1 (THF). Conditions: time 1.5 hour. Product: CON=C(C#N)C1=CN2CCC(C1)C2 ((±)-α-(methoxyimino)-α-(1 -azabicyclo[3.2.1]oct-2-en-3-yl)acetonitrile), CON=C(C#N)C=1CN2CCC(C1)C2 ((±)-α-(methoxyimino)-α-(1-azabicyclo[3.2.1]oct-3-en-3-yl)acetonitrile). Yield: 16.0%. Reaction SMILES: CC(C)([O-])C.[K+].[C:7]([CH:9]=[C:10]1[CH2:16][CH:15]2[CH2:17][N:12]([CH2:13][CH2:14]2)[CH2:11]1)#[N:8].[N:18]([O:20][C:21](C)(C)C)=O.C1(C)C=CC(S(OC)(=O)=O)=CC=1.C(=O)([O-])[O-].[K+].[K+]>C1COCC1>[CH3:21][O:20][N:18]=[C:9]([C:10]1[CH2:16][CH:15]2[CH2:17][N:12]([CH2:13][CH2:14]2)[CH:11]=1)[C:7]#[N:8].[CH3:21][O:20][N:18]=[C:9]([C:10]1[CH2:11][N:12]2[CH2:17][CH:15]([CH:16]=1)[CH2:14][CH2:13]2)[C:7]#[N:8] |f:0.1,5.6.7|. Procedure: Potassium tert-butoxide (0.807 g, 7.19 mmol) was added portionwise to a solution of (±)3-cyanomethylene-1-azabicyclo[3.2.1]octane (D11) (0.967 g, 6.53 mmol) in THF (40 ml) at -70° C. The resulting solution was stirred for 0.5h at -60° C., then tert-butyl nitrite (0.87 ml of approximately 90% purity, 6.58 mmol) was added dropwise. The reaction mixture was allowed to warm to room temperature and stirred for 1.5h. Methyl p-toluenesulphonate (1.215 g, 6.53 mmol) in THF (10 ml) was added dropwise and... Starting materials: C(Cl)Cl (Methylene chloride), Cl (hydrochloric acid), COC1=C(C=CC(=C1)CNCCCNCCCCNCCCNCC2=CC(=C(C=C2)O)OC)O.NC=1C=C(C=CC1)C1CN2C(S1)=NCC2 (dl-6 (m-aminophenyl)-2,3,5,6-tetrahydroimidazo[2,1-b] thiazole), anhydride, anhydride, [OH-].[Na+] (sodium hydroxide). Run in CO (methanol), O (water), CO (methanol). Run at time 24 hour. The product is COC1=C(C=CC(=C1)CNCCCNCCCCNCCCNCC2=CC(=C(C=C2)O)OC)O (dl-6), m-(6-bromonicotinoylamino)phenyl9-2,3,5,6-tetrahydroimidazo[2,1-b]thiazole. Reaction SMILES: [CH3:1][O:2][C:3]1[CH:8]=[C:7]([CH2:9][NH:10][CH2:11][CH2:12][CH2:13][NH:14][CH2:15][CH2:16][CH2:17][CH2:18][NH:19][CH2:20][CH2:21][CH2:22][NH:23][CH2:24][C:25]2[CH:30]=[CH:29][C:28]([OH:31])=[C:27]([O:32][CH3:33])[CH:26]=2)[CH:6]=[CH:5][C:4]=1[OH:34].NC1C=C(C2SC3=NCCN3C2)C=CC=1.Cl.C(Cl)Cl.[OH-].[Na+]>CO.O>[CH3:33][O:32][C:27]1[CH:26]=[C:25]([CH2:24][NH:23][CH2:22][CH2:21][CH2:20][NH:19][CH2:18][CH2:17][CH2:16][CH2:15][NH:14][CH2:13][CH2:12][CH2:11][NH:10][CH2:9][C:7]2[CH:6]=[CH:5][C:4]([OH:34])=[C:3]([O:2][CH3:1])[CH:8]=2)[CH:30]=[CH:29][C:28]=1[OH:31] |f:0.1,4.5|. Procedure details: The anhydride prepared in Part B (1.76 g) was added to a solution of dl-6-(m-aminophenyl)-2,3,5,6-tetrahydroimidazo[2,1-b] thiazole (880 mg) in cold (0°-10°) aqueous methanol (16 ml methanol/4 ml H2O); the pH of the methanol solution having been adjusted to 5 with dilute hydrochloric acid prior to the addition of the anhydride. The resulting mixture was stirred at room temperature for 24 hours. Methylene chloride (50 ml) and water (5 ml) were then added and the pH was adjusted to 10 with 2N sodi... Reactants: OC1=CC=C(C(=O)OCC)C=C1 (ethyl 4-hydroxybenzoate), Cl.ClCCN1CCCCC1 (1-(2-chloroethyl)piperidine monohydrochloride), C([O-])([O-])=O.[K+].[K+] (potassium carbonate), C(C)C(=O)C (methyl ethyl ketone), Cl.ClCCN1CCCCC1 (1-(2-chloroethyl)piperidine mono-hydrochloride), Cl.ClCCN1CCCCC1 (1-(2-chloroethyl)piperidine hydrochloride), 4-hydroxybenzoate ester. Run in O (water), C(C)(=O)OCC.C(C)#N.C(C)N(CC)CC (ethyl acetate acetonitrile triethylamine). Run at temperature 80 celsius, time 1 hour. The product is N1(CCCCC1)CCOC1=CC=C(C(=O)OCC)C=C1 (Ethyl 4-(2-Piperidinoethoxy)benzoate). As a reaction SMILES: [OH:1][C:2]1[CH:12]=[CH:11][C:5]([C:6]([O:8][CH2:9][CH3:10])=[O:7])=[CH:4][CH:3]=1.Cl.Cl[CH2:15][CH2:16][N:17]1[CH2:22][CH2:21][CH2:20][CH2:19][CH2:18]1.C(=O)([O-])[O-].[K+].[K+].C(C(C)=O)C>O.C(OCC)(=O)C.C(#N)C.C(N(CC)CC)C>[N:17]1([CH2:16][CH2:15][O:1][C:2]2[CH:3]=[CH:4][C:5]([C:6]([O:8][CH2:9][CH3:10])=[O:7])=[CH:11][CH:12]=2)[CH2:22][CH2:21][CH2:20][CH2:19][CH2:18]1 |f:1.2,3.4.5,8.9.10|. Procedure: A mixture of ethyl 4-hydroxybenzoate (8.31 g), 1-(2-chloroethyl)piperidine monohydrochloride (10.13 g), potassium carbonate (16.59 g), and methyl ethyl ketone (60 mL) was heated to 80° C. After one hour, the mixture was cooled to about 55° C. and treated with additional 1-(2-chloroethyl)piperidine mono-hydrochloride (0.92 g). The resulting mixture was heated to 80° C. The reaction was monitored by thin layer chromatography (TLC), using silica-gel plates and ethyl acetate/acetonitrile/triethylami... Starting materials: [OH-].[Na+] (sodium hydroxide), CC(=O)C (acetone), C1=CC=CC2=C1C1=CC3=C(C=[N+]1CC2)C=CC=C3 (5,6-dihydrodibenzo[a,g]quinolizinium), ( II ). Yields the product C(C(=O)C)C1N2CCC3=C(C2=CC2=C1C=CC=C2)C=CC=C3 (8-acetonyl-5,6-dihydrodibenzo[a,g]quinolizine), ( III ). RXN SMILES: [CH:1]1[C:6]2[C:7]3[N+:12]([CH2:13][CH2:14][C:5]=2[CH:4]=[CH:3][CH:2]=1)=[CH:11][C:10]1[CH:15]=[CH:16][CH:17]=[CH:18][C:9]=1[CH:8]=3.[OH-].[Na+].[CH3:21][C:22]([CH3:24])=[O:23]>>[CH2:21]([CH:11]1[C:10]2[CH:15]=[CH:16][CH:17]=[CH:18][C:9]=2[CH:8]=[C:7]2[N:12]1[CH2:13][CH2:14][C:5]1[CH:4]=[CH:3][CH:2]=[CH:1][C:6]=12)[C:22]([CH3:24])=[O:23] |f:1.2|. Reported procedure: In the first step of the reaction scheme, 5,6-dihydrodibenzo[a,g]quinolizinium salt of formula (II) is reacted with acetone in the presence of a base such as sodium hydroxide to give 8-acetonyl-5,6-dihydrodibenzo[a,g]quinolizine compound of the formula (III).